This data is from the Open Reaction Database (ORD), a public repository of structured organic reaction records. The task is: describe an organic reaction: reactants, conditions, products, and yield Reactants: C(O)([O-])=O.[Na+] (sodium hydrogen carbonate), solution, C1=C(C=CC2=CC=CC=C12)C1=NN(C=2C1=NC(=CC2)C#N)C(C2=CC=CC=C2)(C2=CC=CC=C2)C2=CC=CC=C2 (3-naphthalen-2-yl-1-trityl-1H-pyrazolo[4,3-b]pyridine-5-carbonitrile), FC(C(=O)O)(F)F (trifluoroacetic acid). Solvent: ClCCl (dichloromethane). Run at time 2 hour. The product is C1=C(C=CC2=CC=CC=C12)C1=NNC=2C1=NC(=CC2)C#N (3-(Naphthalen-2-yl)-1H-pyrazolo[4,3-b]pyridine-5-carbonitrile). Yield: 94.8%. As a reaction SMILES: [CH:1]1[C:10]2[C:5](=[CH:6][CH:7]=[CH:8][CH:9]=2)[CH:4]=[CH:3][C:2]=1[C:11]1[C:15]2=[N:16][C:17]([C:20]#[N:21])=[CH:18][CH:19]=[C:14]2[N:13](C(C2C=CC=CC=2)(C2C=CC=CC=2)C2C=CC=CC=2)[N:12]=1.FC(F)(F)C(O)=O.C(=O)([O-])O.[Na+]>ClCCl>[CH:1]1[C:10]2[C:5](=[CH:6][CH:7]=[CH:8][CH:9]=2)[CH:4]=[CH:3][C:2]=1[C:11]1[C:15]2=[N:16][C:17]([C:20]#[N:21])=[CH:18][CH:19]=[C:14]2[NH:13][N:12]=1 |f:2.3|. Procedure: To 10 mL of a solution containing 360 mg of 3-naphthalen-2-yl-1-trityl-1H-pyrazolo[4,3-b]pyridine-5-carbonitrile obtained by Production example 15 in dichloromethane, 3 mL of trifluoroacetic acid was added at room temperature and stirred for 2 hours. The reaction solution was added with aqueous sodium hydrogen carbonate, extracted with ethyl acetate, washed with water, and dried over magnesium sulfate. After evaporating, the residue was purified and separated by silica gel column chromatography ... The reactants are C(#N)C1=C(C(=C(C=C1)NC(C)=O)C)F (N-(4-Cyano-3-fluoro-2-methylphenyl)acetamide). Run in Cl.CCO (HCl EtOH). Yields the product NC1=C(C(=C(C#N)C=C1)F)C (4-Amino-2-fluoro-3-methylbenzonitrile). Isolated yield 96.8%. As a reaction SMILES: [C:1]([C:3]1[CH:8]=[CH:7][C:6]([NH:9]C(=O)C)=[C:5]([CH3:13])[C:4]=1[F:14])#[N:2]>Cl.CCO>[NH2:9][C:6]1[CH:7]=[CH:8][C:3]([C:1]#[N:2])=[C:4]([F:14])[C:5]=1[CH3:13] |f:1.2|. Procedure: N-(4-cyano-3-fluoro-2-methyl-phenyl)-acetamide (72C) (450 mg, 2.34 mmol) was dissolved in 1:1 conc. HCl/EtOH (20 mL), and the mixture was refluxed for 1 h. The reaction was cooled to rt and concentrated. The residue was dissolved in EtOAc (30 mL), washed with sat. aq. NaHCO3 and brine, dried (MgSO4), filtered and concentrated. The residue was recrystallized from EtOAc/Hexane to provide the title compound (340 mg). LC/MS: m/z 151 [M+H]+ Reactants: CC(=O)O[BH-](OC(C)=O)OC(C)=O, CO, CCOCC, CC(=O)O, Cc1ccccc1, COc1ncnc2sc(NC(=O)N3CCC(N)CC3)nc12, CCN(C(C)C)C(C)C, O=Cc1ccc(F)c(C(F)(F)F)c1, [Na+], O, O=C(O)C(F)(F)F. Product: COc1ncnc2sc(NC(=O)N3CCC(NCc4ccc(F)c(C(F)(F)F)c4)CC3)nc12. Reaction SMILES: [C:51]([O:52][BH-:53]([O:54][C:55](=[O:56])[CH3:57])[O:58][C:59](=[O:60])[CH3:61])(=[O:62])[CH3:63].[CH3:65][OH:66].[CH3:67][CH2:68][O:69][CH2:70][CH3:71].[CH3:73][C:74](=[O:75])[OH:76].[CH3:77][c:78]1[cH:79][cH:80][cH:81][cH:82][cH:83]1.[CH3:8][O:9][c:10]1[c:11]2[c:12]([n:13][cH:14][n:15]1)[s:16][c:17]([NH:19][C:20](=[O:21])[N:22]1[CH2:23][CH2:24][CH:25]([NH2:28])[CH2:26][CH2:27]1)[n:18]2.[CH:29]([N:30]([CH2:31][CH3:32])[CH:33]([CH3:34])[CH3:35])([CH3:36])[CH3:37].[F:38][c:39]1[c:40]([C:47]([F:48])([F:49])[F:50])[cH:41][c:42]([CH:43]=[O:44])[cH:45][cH:46]1.[Na+:64].[OH2:72].[OH:1][C:2]([C:3]([F:4])([F:5])[F:6])=[O:7]>>[CH3:8][O:9][c:10]1[c:11]2[c:12]([n:13][cH:14][n:15]1)[s:16][c:17]([NH:19][C:20](=[O:21])[N:22]1[CH2:23][CH2:24][CH:25]([NH:28][CH2:43][c:42]3[cH:41][c:40]([C:47]([F:48])([F:49])[F:50])[c:39]([F:38])[cH:46][cH:45]3)[CH2:26][CH2:27]1)[n:18]2. Reactants: ClC1=C(C=C(C=C1)[C@@H](C(C)C)N[S@@](=O)C(C)(C)C)C ((S)-2-Methyl-propane-2-sulfinic acid [(R)-1-(4-chloro-3-methyl-phenyl)-2-methyl-propyl]-amide). Run in CO (MeOH), Cl (HCl), Cl (HCl). Run at time 8 hour. Yields the product ClC1=C(C=C(C=C1)[C@@H](C(C)C)N)C ((R)-1-(4-Chloro-3-methyl-phenyl)-2-methyl-propylamine). As a reaction SMILES: [Cl:1][C:2]1[CH:7]=[CH:6][C:5]([C@H:8]([NH:12][S@](C(C)(C)C)=O)[CH:9]([CH3:11])[CH3:10])=[CH:4][C:3]=1[CH3:19]>CO.Cl>[Cl:1][C:2]1[CH:7]=[CH:6][C:5]([C@H:8]([NH2:12])[CH:9]([CH3:10])[CH3:11])=[CH:4][C:3]=1[CH3:19]. Procedure: A solution of intermediate INT 59 (330 mg, 1.09 mmol) in MeOH (8 mL) was treated with HCl (4 M in dioxane, 0.55 mL, 2.2 mmol) and stirred overnight. After evaporation of the solvents, a solid was obtained. The solid was then dissolved in 2 M HCl (30 mL) and washed with EtOAc. The aqueous layer was separated and the pH adjusted to about 11 using 2 M NaOH followed by extraction with CH2Cl2 (3×). The organic extracts were combined, dried over sodium sulfate, filtered and concentrated. The product is [N+](=O)([O-])C1=CC=C(C=C1)C=1NC2=C(N1)C=CC(=C2)F (2-(4-Nitrophenyl)-5-fluoro benzimidazole). The reactants are NC1=C(C=C(C=C1)F)N (1,2-diamino-4-fluorobenzene), [N+](=O)([O-])C1=CC=C(C(=O)O)C=C1 (4-nitrobenzoic acid). Solvent: O=P(Cl)(Cl)Cl (POCl3). RXN SMILES: [NH2:1][C:2]1[CH:7]=[CH:6][C:5]([F:8])=[CH:4][C:3]=1[NH2:9].[N+:10]([C:13]1[CH:21]=[CH:20][C:16]([C:17](O)=O)=[CH:15][CH:14]=1)([O-:12])=[O:11]>O=P(Cl)(Cl)Cl>[N+:10]([C:13]1[CH:21]=[CH:20][C:16]([C:17]2[NH:9][C:3]3[CH:4]=[C:5]([F:8])[CH:6]=[CH:7][C:2]=3[N:1]=2)=[CH:15][CH:14]=1)([O-:12])=[O:11]. Reported procedure: 2-(4-Nitrophenyl)-5-fluoro benzimidazole was synthesized as follows: 1,2-diamino-4-fluorobenzene (1.26 g, 10.0 mmole was mixed with 4-nitrobenzoic acid (1.67 g, 9.8 mmole) and dissolved in POCl3 (10 ml) and heated to reflux for 2.5 hours. The reaction mixture was cooled and cautiously poured onto ice. The resulting solid was filtered, washed with NaHCO3 and used without further purification. The reactants are N(=NC(=O)OCC)C(=O)OCC (diethyl azodicarboxylate), ON1C2=NC=NC(=C2N=C1)N1C(C=2C(C1=O)=CC=CC2)=O (9-hydroxy-6-phthalimidopurine), OCC\C=C/P(OCC)(OCC)=O (diethyl (Z)-4-hydroxybut-1-enylphosphonate), C1(=CC=CC=C1)P(C1=CC=CC=C1)C1=CC=CC=C1 (triphenyl phosphine). Run in O1CCCC1 (tetrahydrofuran). Run at temperature 0 celsius. Yields the product C(C)OP(=O)(OCC)\C=C/CCON1C2=NC=NC(=C2N=C1)N1C(C=2C(C1=O)=CC=CC2)=O ((Z)-9-[4-(diethoxyphosphoryl)but-3-enyloxy]-6-phthalimidopurine). Yield: 59.5%. As a reaction SMILES: [OH:1][N:2]1[CH:10]=[N:9][C:8]2[C:3]1=[N:4][CH:5]=[N:6][C:7]=2[N:11]1[C:15](=[O:16])[C:14]2=[CH:17][CH:18]=[CH:19][CH:20]=[C:13]2[C:12]1=[O:21].O[CH2:23][CH2:24]/[CH:25]=[CH:26]\[P:27](=[O:34])([O:31][CH2:32][CH3:33])[O:28][CH2:29][CH3:30].C1(P(C2C=CC=CC=2)C2C=CC=CC=2)C=CC=CC=1.N(C(OCC)=O)=NC(OCC)=O>O1CCCC1>[CH2:32]([O:31][P:27](/[CH:26]=[CH:25]\[CH2:24][CH2:23][O:1][N:2]1[CH:10]=[N:9][C:8]2[C:3]1=[N:4][CH:5]=[N:6][C:7]=2[N:11]1[C:15](=[O:16])[C:14]2=[CH:17][CH:18]=[CH:19][CH:20]=[C:13]2[C:12]1=[O:21])([O:28][CH2:29][CH3:30])=[O:34])[CH3:33]. Reported procedure: To a mixture of 9-hydroxy-6-phthalimidopurine (320 mg, 1.14 mmol) , diethyl (Z)-4-hydroxybut-1-enylphosphonate (250 mg, 1.20 mmol) and triphenyl phosphine (448 mg, 1.71 mmol) in dry tetrahydrofuran (11 ml) stirred at 0° C. under dry nitrogen was added diethyl azodicarboxylate (296 mg, 170 mmol). The mixture was allowed to warm to r.t. and stirred for 2.3 hr. The solvent was removed and the residue was purified by column chromatography on silica gel eluting with acetone-hexane (1:1, 4:3) to give ... The reactants are CC(C)(C)N, CC#N, CO, NS(=O)(=O)c1nc2ccc(OCC3CO3)cc2s1. Yields the product CC(C)(C)NCC(O)COc1ccc2nc(S(N)(=O)=O)sc2c1. As a reaction SMILES: [C:19]([CH3:20])([CH3:21])([CH3:22])[NH2:23].[CH3:24][C:25]#[N:26].[CH3:27][OH:28].[O:1]1[CH:2]([CH2:3][O:4][c:5]2[cH:6][c:7]3[c:8]([n:9][c:10]([S:12](=[O:13])(=[O:14])[NH2:15])[s:11]3)[cH:16][cH:17]2)[CH2:18]1>>[OH:1][CH:2]([CH2:3][O:4][c:5]1[cH:6][c:7]2[c:8]([n:9][c:10]([S:12](=[O:13])(=[O:14])[NH2:15])[s:11]2)[cH:16][cH:17]1)[CH2:18][NH:23][C:19]([CH3:20])([CH3:21])[CH3:22].